Dataset: the Open Reaction Database (ORD), a public repository of structured organic reaction records. Task: describe an organic reaction: reactants, conditions, products, and yield Product: NC(=O)N.[Si](O)(O)(O)O[Si](O)(O)O.NC(=O)N.C=O (formaldehyde urea disilicate urea). RXN SMILES: [Si:1]([O:5][Si:6]([OH:9])([OH:8])[OH:7])([OH:4])([OH:3])[OH:2].[NH2:10][C:11]([NH2:13])=[O:12].[NH2:14][C:15]([NH2:17])=[O:16].[CH2:18]=[O:19]>>[NH2:10][C:11]([NH2:13])=[O:12].[Si:1]([O:5][Si:6]([OH:9])([OH:8])[OH:7])([OH:4])([OH:3])[OH:2].[NH2:14][C:15]([NH2:17])=[O:16].[CH2:18]=[O:19] |f:0.1,4.5.6.7|. Reported procedure: The mixture of polysilicoformic acid, orthosilicoformic acid, silicoformic acid and metasilicic acid as produced in Example IX, 20 parts by weight of urea and potassium carbonate are added until the pH is 8 to 10, mixed, heated to 90° to 150° C. for 20 to 60 minutes, while stirring, thereby producing a mixture of urea disilicate and urea disilicoformate. About 80 parts by weight of an aqueous solution containing 37% formaldehyde is added to said urea disilicate and urea disilicoformate, heated t... Starting materials: [Si](O)(O)(O)O[Si](O)(O)O.NC(=O)N (urea disilicate), [Si](O)(O)(O)O[Si](O)(O)O.NC(=O)N (urea disilicate), NC(=O)N (urea), NC(=O)N (urea), C=O (formaldehyde).